Dataset: the Open Reaction Database (ORD), a public repository of structured organic reaction records. Task: describe an organic reaction: reactants, conditions, products, and yield Reactants: CCCCCC(CCC1CCC(=O)C1CCCCCCC(=O)OCC)OS(C)(=O)=O, CN(C)C=O, [Cl-], [Li+], O. Yields the product CCCCCC(Cl)CCC1CCC(=O)C1CCCCCCC(=O)OCC. As a reaction SMILES: [CH3:1][S:2]([O:3][CH:6]([CH2:7][CH2:8][CH:9]1[CH2:10][CH2:11][C:12](=[O:25])[CH:13]1[CH2:14][CH2:15][CH2:16][CH2:17][CH2:18][CH2:19][C:20](=[O:21])[O:22][CH2:23][CH3:24])[CH2:26][CH2:27][CH2:28][CH2:29][CH3:30])(=[O:4])=[O:5].[CH3:31][N:32]([CH3:33])[CH:34]=[O:35].[Cl-:37].[Li+:36].[OH2:38]>>[CH:6]([CH2:7][CH2:8][CH:9]1[CH2:10][CH2:11][C:12](=[O:25])[CH:13]1[CH2:14][CH2:15][CH2:16][CH2:17][CH2:18][CH2:19][C:20](=[O:21])[O:22][CH2:23][CH3:24])([CH2:26][CH2:27][CH2:28][CH2:29][CH3:30])[Cl:37]. Starting materials: BrCC=C(Br)Br, CN(C)C=O, N#CC(C#N)Cc1ccc(OC(F)(F)F)cc1, [H-], [Na+]. Yields the product N#CC(C#N)(CC=C(Br)Br)Cc1ccc(OC(F)(F)F)cc1. As a reaction SMILES: [Br:20][C:21](=[CH:22][CH2:23][Br:24])[Br:25].[CH3:26][N:27]([CH3:28])[CH:29]=[O:30].[F:1][C:2]([O:3][c:4]1[cH:5][cH:6][c:7]([CH2:8][CH:9]([C:10]#[N:11])[C:12]#[N:13])[cH:14][cH:15]1)([F:16])[F:17].[H-:18].[Na+:19]>>[F:1][C:2]([O:3][c:4]1[cH:5][cH:6][c:7]([CH2:8][C:9]([C:10]#[N:11])([C:12]#[N:13])[CH2:23][CH:22]=[C:21]([Br:20])[Br:25])[cH:14][cH:15]1)([F:16])[F:17]. The reactants are C(C=C)C1=C(OC(C(=O)O)CC)C=CC=C1 ((2RS)-2-(2-allylphenoxy)butyric acid), [Si](C)(C)(C(C)(C)C)O[C@@H]1C=C2C=C[C@@H]([C@@H]([C@H]2[C@H](C1)O)CC[C@@H]1C[C@H](CC(O1)=O)O[Si](C)(C)C(C)(C)C)C ((4R,6R)-6-{(1S,2S,6S,8S,8aR)-2-[1,2,6,7,8,8a-hexahydro-6-t-butyldimethylsilyloxy-8-hydroxy-2-methyl-1-naphthyl]ethyl}tetrahydro-4-t-butyldimethylsilyloxy-2H-pyran-2-one). The product is [Si](C)(C)(C(C)(C)C)O[C@@H]1C=C2C=C[C@@H]([C@@H]([C@H]2[C@H](C1)OC(C(CC)OC1=C(C=CC=C1)CC=C)=O)CC[C@@H]1C[C@H](CC(O1)=O)O[Si](C)(C)C(C)(C)C)C ((4R,6R)-6-([1S,2S,6S,8S,8aR]-2-{1,2,6,7,8,8a-Hexahydro-6-t-butyldimethylsilyloxy-8-[(2RS)-2-(2-allylphenoxy)butyryloxy]-2-methyl-1-naphthyl}ethyl)tetrahydro-4-t-butyldimethylsilyloxy-2H-pyran-2-one). Isolated yield 95.1%. As a reaction SMILES: [CH2:1]([C:4]1[CH:16]=[CH:15][CH:14]=[CH:13][C:5]=1[O:6][CH:7]([CH2:11][CH3:12])[C:8]([OH:10])=[O:9])[CH:2]=[CH2:3].[Si:17]([O:24][C@H:25]1[CH2:34][C@H:33](O)[C@H:32]2[C:27]([CH:28]=[CH:29][C@H:30]([CH3:53])[C@@H:31]2[CH2:36][CH2:37][C@H:38]2[O:43][C:42](=[O:44])[CH2:41][C@H:40]([O:45][Si:46]([C:49]([CH3:52])([CH3:51])[CH3:50])([CH3:48])[CH3:47])[CH2:39]2)=[CH:26]1)([C:20]([CH3:23])([CH3:22])[CH3:21])([CH3:19])[CH3:18]>>[Si:17]([O:24][C@H:25]1[CH2:34][C@H:33]([O:9][C:8](=[O:10])[CH:7]([O:6][C:5]2[CH:13]=[CH:14][CH:15]=[CH:16][C:4]=2[CH2:1][CH:2]=[CH2:3])[CH2:11][CH3:12])[C@H:32]2[C:27]([CH:28]=[CH:29][C@H:30]([CH3:53])[C@@H:31]2[CH2:36][CH2:37][C@H:38]2[O:43][C:42](=[O:44])[CH2:41][C@H:40]([O:45][Si:46]([C:49]([CH3:52])([CH3:51])[CH3:50])([CH3:47])[CH3:48])[CH2:39]2)=[CH:26]1)([C:20]([CH3:21])([CH3:22])[CH3:23])([CH3:19])[CH3:18]. Reported procedure: A procedure similar to that described in Example 1, above, was followed, but using 0.80 g of (2RS)-2-(2-allylphenoxy)butyric acid and 1.0 g of (4R,6R)-6-{(1S,2S,6S,8S,8aR)-2-[1,2,6,7,8,8a-hexahydro-6-t-butyldimethylsilyloxy-8-hydroxy-2-methyl-1-naphthyl]ethyl}tetrahydro-4-t-butyldimethylsilyloxy-2H-pyran-2-one [prepared as described in Example B, above], to give 1.30 g of the title compound as a colorless foam. Starting materials: Cc1cn(C(=O)OC(C)(C)C)c2c(Cl)ncc(C(=O)O)c12, CCN1CCOCC1, C1COCCN1, CCN=C=NCCCN(C)C, CN(C)C=O, Cl, O, On1nnc2ccccc21. Product: Cc1cn(C(=O)OC(C)(C)C)c2c(Cl)ncc(C(=O)N3CCOCC3)c12. RXN SMILES: [C:1]([CH3:2])([CH3:3])([CH3:4])[O:5][C:6](=[O:7])[n:8]1[cH:9][c:10]([CH3:21])[c:11]2[c:12]1[c:13]([Cl:20])[n:14][cH:15][c:16]2[C:17](=[O:18])[OH:19].[CH2:22]([CH3:23])[N:24]1[CH2:25][CH2:26][O:27][CH2:28][CH2:29]1.[CH2:30]1[NH:31][CH2:32][CH2:33][O:34][CH2:35]1.[CH3:48][N:49]([CH3:50])[CH2:51][CH2:52][CH2:53][N:54]=[C:55]=[N:56][CH2:57][CH3:58].[CH3:59][N:60]([CH3:61])[CH:62]=[O:63].[ClH:47].[OH2:36].[OH:37][n:38]1[c:39]2[cH:40][cH:41][cH:42][cH:43][c:44]2[n:45][n:46]1>>[C:1]([CH3:2])([CH3:3])([CH3:4])[O:5][C:6](=[O:7])[n:8]1[cH:9][c:10]([CH3:21])[c:11]2[c:12]1[c:13]([Cl:20])[n:14][cH:15][c:16]2[C:17](=[O:19])[N:24]1[CH2:25][CH2:26][O:27][CH2:28][CH2:29]1. Starting materials: BrC1=C(C=2C(=NC(=CC2NS(=O)(=O)C2=CC(=CC=C2)Cl)C)S1)C1=CC(=CC=C1)OC (N-{2-Bromo-6-methyl-3-[3-(methyloxy)phenyl]thieno[2,3-b]pyridin-4-yl}-3-chlorobenzenesulfonamide), O1C=C(C=C1)B(O)O (3-furanylboronic acid), C([O-])([O-])=O.[Na+].[Na+] (sodium carbonate). The reagents and catalysts are C=1C=CC(=CC1)[P](C=2C=CC=CC2)(C=3C=CC=CC3)[Pd]([P](C=4C=CC=CC4)(C=5C=CC=CC5)C=6C=CC=CC6)([P](C=7C=CC=CC7)(C=8C=CC=CC8)C=9C=CC=CC9)[P](C=1C=CC=CC1)(C=1C=CC=CC1)C=1C=CC=CC1 (tetrakis(triphenylphosphine)palladium(0)). Solvent: C(C)#N (acetonitrile), O (water). Reaction conditions: temperature 80 celsius. Product: ClC=1C=C(C=CC1)S(=O)(=O)NC1=C2C(=NC(=C1)C)SC(=C2C2=CC(=CC=C2)OC)C2=COC=C2 (3-Chloro-N-{2-(3-furanyl)-6-methyl-3-[3-(methyloxy)phenyl]thieno[2,3-b]pyridin-4-yl}-benzenesulfonamide). Isolated yield 80.3%. As a reaction SMILES: Br[C:2]1[S:22][C:5]2=[N:6][C:7]([CH3:21])=[CH:8][C:9]([NH:10][S:11]([C:14]3[CH:19]=[CH:18][CH:17]=[C:16]([Cl:20])[CH:15]=3)(=[O:13])=[O:12])=[C:4]2[C:3]=1[C:23]1[CH:28]=[CH:27][CH:26]=[C:25]([O:29][CH3:30])[CH:24]=1.[O:31]1[CH:35]=[CH:34][C:33](B(O)O)=[CH:32]1.C(=O)([O-])[O-].[Na+].[Na+]>C(#N)C.O.C1C=CC([P]([Pd]([P](C2C=CC=CC=2)(C2C=CC=CC=2)C2C=CC=CC=2)([P](C2C=CC=CC=2)(C2C=CC=CC=2)C2C=CC=CC=2)[P](C2C=CC=CC=2)(C2C=CC=CC=2)C2C=CC=CC=2)(C2C=CC=CC=2)C2C=CC=CC=2)=CC=1>[Cl:20][C:16]1[CH:15]=[C:14]([S:11]([NH:10][C:9]2[CH:8]=[C:7]([CH3:21])[N:6]=[C:5]3[S:22][C:2]([C:33]4[CH:34]=[CH:35][O:31][CH:32]=4)=[C:3]([C:23]4[CH:28]=[CH:27][CH:26]=[C:25]([O:29][CH3:30])[CH:24]=4)[C:4]=23)(=[O:13])=[O:12])[CH:19]=[CH:18][CH:17]=1 |f:2.3.4,^1:52,54,73,92|. Procedure details: A mixture of N-{2-bromo-6-methyl-3-[3-(methyloxy)phenyl]thieno[2,3-b]pyridin-4-yl}-3-chlorobenzenesulfonamide (70 mg, 0.134 mmol) (Example 33), 3-furanylboronic acid (22.43 mg, 0.20 mmol), sodium carbonate (28.3 mg, 0.267 mmol) and tetrakis(triphenylphosphine)palladium(0) (15.44 mg, 0.013 mmol) in acetonitrile (1 mL) and water (250 μl) was heated at 80° C. under nitrogen for 1.5 h. The reaction mixture was cooled to RT and concentrated. Purification by chromatography on silica gel, eluting with ... Starting materials: Cn1c(C(F)(F)F)cc(=O)n(-c2c(F)cc(Cl)c3cc(C(Br)Br)oc23)c1=O, O, O=S(=O)(O)O. Product: Cn1c(C(F)(F)F)cc(=O)n(-c2c(F)cc(Cl)c3cc(C=O)oc23)c1=O. RXN SMILES: [Cl:6][c:7]1[cH:8][c:9]([F:32])[c:10](-[n:19]2[c:20](=[O:31])[n:21]([CH3:30])[c:22]([C:26]([F:27])([F:28])[F:29])[cH:23][c:24]2=[O:25])[c:11]2[c:12]1[cH:13][c:14]([CH:16]([Br:17])[Br:18])[o:15]2.[OH2:33].[S:1]([OH:2])(=[O:3])(=[O:4])[OH:5]>>[O:2]=[CH:16][c:14]1[cH:13][c:12]2[c:7]([Cl:6])[cH:8][c:9]([F:32])[c:10](-[n:19]3[c:20](=[O:31])[n:21]([CH3:30])[c:22]([C:26]([F:27])([F:28])[F:29])[cH:23][c:24]3=[O:25])[c:11]2[o:15]1. Reactants: CC(c1ccc(-c2ccc(=O)[nH]c2)cc1)N1CCC(CCCO[Si](C)(C)C(C)(C)C)(c2ccc(F)cc2)OC1=O, C1CCOC1, CI, [H-], [Na+]. The product is CC(c1ccc(-c2ccc(=O)n(C)c2)cc1)N1CCC(CCCO[Si](C)(C)C(C)(C)C)(c2ccc(F)cc2)OC1=O. Reaction SMILES: [C:3]([CH3:4])([CH3:5])([CH3:6])[Si:7]([O:8][CH2:9][CH2:10][CH2:11][C:12]1([c:34]2[cH:35][cH:36][c:37]([F:40])[cH:38][cH:39]2)[CH2:13][CH2:14][N:15]([CH:19]([CH3:20])[c:21]2[cH:22][cH:23][c:24](-[c:27]3[cH:28][nH:29][c:30](=[O:33])[cH:31][cH:32]3)[cH:25][cH:26]2)[C:16](=[O:18])[O:17]1)([CH3:41])[CH3:42].[CH2:45]1[O:46][CH2:47][CH2:48][CH2:49]1.[CH3:43][I:44].[H-:2].[Na+:1]>>[C:3]([CH3:4])([CH3:5])([CH3:6])[Si:7]([O:8][CH2:9][CH2:10][CH2:11][C:12]1([c:34]2[cH:35][cH:36][c:37]([F:40])[cH:38][cH:39]2)[CH2:13][CH2:14][N:15]([CH:19]([CH3:20])[c:21]2[cH:22][cH:23][c:24](-[c:27]3[cH:28][n:29]([CH3:43])[c:30](=[O:33])[cH:31][cH:32]3)[cH:25][cH:26]2)[C:16](=[O:18])[O:17]1)([CH3:41])[CH3:42]. Starting materials: [Br-], CC[Mg+], COC(Cn1cc(C=O)c(=O)c(OCc2ccccc2)c1C(=O)NCc1cccc(Cl)c1)OC, [K+], C1CCOC1, O=S(=O)([O-])O. The product is CCC(O)c1cn(CC(OC)OC)c(C(=O)NCc2cccc(Cl)c2)c(OCc2ccccc2)c1=O. Reaction SMILES: [Br-:35].[CH2:36]([CH3:37])[Mg+:38].[Cl:1][c:2]1[cH:3][c:4]([CH2:5][NH:6][C:7](=[O:8])[c:9]2[n:10]([CH2:26][CH:27]([O:28][CH3:29])[O:30][CH3:31])[cH:11][c:12]([CH:24]=[O:25])[c:13](=[O:23])[c:14]2[O:15][CH2:16][c:17]2[cH:18][cH:19][cH:20][cH:21][cH:22]2)[cH:32][cH:33][cH:34]1.[K+:44].[O:45]1[CH2:46][CH2:47][CH2:48][CH2:49]1.[S:39]([O-:40])([OH:41])(=[O:42])=[O:43]>>[Cl:1][c:2]1[cH:3][c:4]([CH2:5][NH:6][C:7](=[O:8])[c:9]2[n:10]([CH2:26][CH:27]([O:28][CH3:29])[O:30][CH3:31])[cH:11][c:12]([CH:24]([OH:25])[CH2:36][CH3:37])[c:13](=[O:23])[c:14]2[O:15][CH2:16][c:17]2[cH:18][cH:19][cH:20][cH:21][cH:22]2)[cH:32][cH:33][cH:34]1. Starting materials: CN1CCNCC1, CCO, ClC(Cl)Cl, O=S(=O)(Cl)c1ccc(Nc2ncnc3cc(Cl)ccc23)cc1, Cl, Cl, [Na+], [Na+], O=C([O-])[O-], O. Yields the product CN1CCN(S(=O)(=O)c2ccc(Nc3ncnc4cc(Cl)ccc34)cc2)CC1. Reaction SMILES: [CH3:1][N:2]1[CH2:3][CH2:4][NH:5][CH2:6][CH2:7]1.[CH3:43][CH2:44][OH:45].[CH:38]([Cl:39])([Cl:40])[Cl:41].[Cl:15][c:16]1[cH:17][cH:18][c:19]2[c:20]([NH:26][c:27]3[cH:28][cH:29][c:30]([S:33](=[O:34])(=[O:35])[Cl:36])[cH:31][cH:32]3)[n:21][cH:22][n:23][c:24]2[cH:25]1.[ClH:14].[ClH:37].[Na+:8].[Na+:9].[O-:10][C:11](=[O:12])[O-:13].[OH2:42]>>[CH3:1][N:2]1[CH2:3][CH2:4][N:5]([S:33]([c:30]2[cH:29][cH:28][c:27]([NH:26][c:20]3[c:19]4[cH:18][cH:17][c:16]([Cl:15])[cH:25][c:24]4[n:23][cH:22][n:21]3)[cH:32][cH:31]2)(=[O:34])=[O:35])[CH2:6][CH2:7]1. The reactants are CCCCCCC (heptane), acid chloride, residue, CC=1C(=NON1)C(=O)O (4-Methyl-1,2,5-oxadiazole-3-carboxylic acid), ClC1=C(C=C(C=C1OC)Cl)C=1C(=NC(=CC1)N)N (3-(2,5-dichloro-3-methoxyphenyl)-pyridine-2,6-diamine), C(C(=O)Cl)(=O)Cl (oxalyl chloride). Reagents/catalysts: CN(C=O)C (dimethylformamide). Run in CC#N (CH3CN), CC#N (CH3CN), S(=O)(Cl)Cl (thionyl chloride), N1=CC=CC=C1 (pyridine). Conditions: temperature 50 celsius, time 1.5 hour. Product: NC1=C(C=CC(=N1)NC(=O)C1=NON=C1C)C1=C(C(=CC(=C1)Cl)OC)Cl (N-[6-Amino-5-(2,5-dichloro-3-methoxyphenyl)pyridin-2-yl]-4-methyl-1,2,5-oxadiazole-3-carboxamide). The yield is 18.0%. Reaction SMILES: [CH3:1][C:2]1[C:3]([C:7]([OH:9])=O)=[N:4][O:5][N:6]=1.C(Cl)(=O)C(Cl)=O.[Cl:16][C:17]1[C:22]([O:23][CH3:24])=[CH:21][C:20]([Cl:25])=[CH:19][C:18]=1[C:26]1[C:27]([NH2:33])=[N:28][C:29]([NH2:32])=[CH:30][CH:31]=1.CCCCCCC>S(Cl)(Cl)=O.CN(C)C=O.CC#N.N1C=CC=CC=1>[NH2:33][C:27]1[N:28]=[C:29]([NH:32][C:7]([C:3]2[C:2]([CH3:1])=[N:6][O:5][N:4]=2)=[O:9])[CH:30]=[CH:31][C:26]=1[C:18]1[CH:19]=[C:20]([Cl:25])[CH:21]=[C:22]([O:23][CH3:24])[C:17]=1[Cl:16]. Procedure details: 4-Methyl-1,2,5-oxadiazole-3-carboxylic acid (0.3 g, 2.34 mmol) was stirred in thionyl chloride (10 ml) at 50° C. for 18 hours. A further 3 ml oxalyl chloride and 2 drops of dimethylformamide were added and the reaction stirred for a further 1.5 hours at 50° C. The reaction was concentrated in vacuo and azeotroped with dichloromethane. The residue (0.134 g, 0.915 mmol) was dissolved in CH3CN (1.83 ml) and added to a solution of 3-(2,5-dichloro-3-methoxyphenyl)-pyridine-2,6-diamine (Preparation 4,...